From a dataset of the Open Reaction Database (ORD), a public repository of structured organic reaction records. describe an organic reaction: reactants, conditions, products, and yield The reactants are C(C1=CC=CC=C1)N1CC2=CC=C(C=C2C1)[N+](=O)[O-] (2-benzyl-5-nitroisoindoline). The reagents and catalysts are [Pd] (palladium on carbon). Solvent: CO (methanol). Run at time 2 day. The product is NC=1C=C2CNCC2=CC1 (5-aminoisoindoline). Isolated yield 77.1%. RXN SMILES: C([N:8]1[CH2:16][C:15]2[C:10](=[CH:11][CH:12]=[C:13]([N+:17]([O-])=O)[CH:14]=2)[CH2:9]1)C1C=CC=CC=1>[Pd].CO>[NH2:17][C:13]1[CH:14]=[C:15]2[C:10](=[CH:11][CH:12]=1)[CH2:9][NH:8][CH2:16]2. Reported procedure: 7.23 g of 2-benzyl-5-nitroisoindoline was dissolved into 100 ml of methanol and to the solution was added 1.5 g of 10% palladium on carbon. The mixture was stirred under a hydrogen gas stream under atmospheric pressure for 2 days at room temperature and another 5 days at 40° C. The catalyst was removed by filtration and the filtrate was concentrated. The residue was purified by vacuum distillation (bath temperature: 150°-180° C., pressure: 0.1 mmHg) to obtain 2.94 g of 5-aminoisoindoline. Starting materials: C(C1=CC=CC=C1)C=1C=C(N)C=CC1 (3-benzyl aniline), C(C1=CC=CC=C1)C1=CC=C(N)C=C1 (4-benzyl aniline), C(OCC)(OCC)OCC (Triethyl orthoformate), CC1(OC(=O)CC(=O)O1)C (Meldrum's acid). Run in CO (methanol). The product is C(C1=CC=CC=C1)C=1C=C(C=CC1)NC=C1C(OC(OC1=O)(C)C)=O (5-[(3-benzylphenylamino)methylene]-2,2-dimethyl-[1,3]dioxane-4,6-dione), C(C1=CC=CC=C1)C1=CC=C(C=C1)NC=C1C(OC(OC1=O)(C)C)=O (5-[(4-benzylphenylamino)methylene]-2,2-dimethyl-[1,3]dioxane-4,6-dione). Procedure details: Triethyl orthoformate (10.0 mL, 60.1 mmol), Meldrum's acid (8.2 g, 57 mmol), and either 3-benzyl aniline or 4-benzyl aniline (10.0 g, 54.6 mmol) as indicated in the table below in methanol (303 mL) were combined and treated according to the method described in Part A of Example 1 to provide 5-[(3-benzylphenylamino)methylene]-2,2-dimethyl-[1,3]dioxane-4,6-dione (15.5 g) or 5-[(4-benzylphenylamino)methylene]-2,2-dimethyl-[1,3]dioxane-4,6-dione (15.2 g), respectively. RXN SMILES: [CH:1](OCC)(OCC)OCC.[CH3:11][C:12]1([CH3:20])[O:19][C:17](=[O:18])[CH2:16][C:14](=[O:15])[O:13]1.[CH2:21]([C:28]1[CH:29]=[C:30]([CH:32]=[CH:33][CH:34]=1)[NH2:31])[C:22]1[CH:27]=[CH:26][CH:25]=[CH:24][CH:23]=1.[CH2:35]([C:42]1[CH:48]=[CH:47][C:45]([NH2:46])=[CH:44][CH:43]=1)[C:36]1[CH:41]=[CH:40][CH:39]=[CH:38][CH:37]=1>CO>[CH2:21]([C:28]1[CH:29]=[C:30]([NH:31][CH:1]=[C:16]2[C:17](=[O:18])[O:19][C:12]([CH3:20])([CH3:11])[O:13][C:14]2=[O:15])[CH:32]=[CH:33][CH:34]=1)[C:22]1[CH:23]=[CH:24][CH:25]=[CH:26][CH:27]=1.[CH2:35]([C:42]1[CH:43]=[CH:44][C:45]([NH:46][CH:1]=[C:16]2[C:17](=[O:18])[O:19][C:12]([CH3:20])([CH3:11])[O:13][C:14]2=[O:15])=[CH:47][CH:48]=1)[C:36]1[CH:37]=[CH:38][CH:39]=[CH:40][CH:41]=1. The reactants are CCN(CC1COC(C)(C)N1C(=O)OC(C)(C)C)c1ccccc1, Cl, C1COCCO1. The product is CCN(CC(N)CO)c1ccccc1. Reaction SMILES: [C:1]([O:2][C:3](=[O:7])[N:8]1[C:4]([CH3:5])([CH3:6])[O:10][CH2:11][CH:12]1[CH2:13][N:14]([c:15]1[cH:16][cH:17][cH:18][cH:19][cH:20]1)[CH2:21][CH3:22])([CH3:9])([CH3:23])[CH3:24].[ClH:25].[O:26]1[CH2:27][CH2:28][O:29][CH2:30][CH2:31]1>>[NH2:8][CH:12]([CH2:11][OH:10])[CH2:13][N:14]([c:15]1[cH:16][cH:17][cH:18][cH:19][cH:20]1)[CH2:21][CH3:22]. Reactants: CC(Cl)C(=O)C(C#N)c1ccc(Cl)cc1Cl, CN(C)C=O, Oc1ccc(Oc2nc3ccc(Cl)cc3o2)cc1, [K], O. The product is CC(Oc1ccc(Oc2nc3ccc(Cl)cc3o2)cc1)C(=O)C(C#N)c1ccc(Cl)cc1Cl. Reaction SMILES: [C:20](#[N:21])[CH:22]([C:23]([CH:24]([CH3:25])[Cl:26])=[O:27])[c:28]1[c:29]([Cl:35])[cH:30][c:31]([Cl:34])[cH:32][cH:33]1.[CH3:37][N:38]([CH3:39])[CH:40]=[O:41].[Cl:2][c:3]1[cH:4][c:5]2[c:6]([n:7][c:8]([O:10][c:11]3[cH:12][cH:13][c:14]([OH:17])[cH:15][cH:16]3)[o:9]2)[cH:18][cH:19]1.[K:1].[OH2:36]>>[Cl:2][c:3]1[cH:4][c:5]2[c:6]([n:7][c:8]([O:10][c:11]3[cH:12][cH:13][c:14]([O:17][CH:24]([C:23]([CH:22]([C:20]#[N:21])[c:28]4[c:29]([Cl:35])[cH:30][c:31]([Cl:34])[cH:32][cH:33]4)=[O:27])[CH3:25])[cH:15][cH:16]3)[o:9]2)[cH:18][cH:19]1. The reactants are C(C)OC(CCCOC1=C(C(=CC=C1)CBr)\C=C\C(=O)OCC)=O (4-[3-bromomethyl-2-((E)-2-ethoxycarbonyl-vinyl)-phenoxy]-butyric acid ethyl ester), C1(=CC=CC=C1)P(C1=CC=CC=C1)C1=CC=CC=C1 (triphenylphosphine), C(C)(C)(C)[Si](OCCCCC=O)(C)C (5-(tert-butyl-dimethyl-silanyloxy)-pentanal). Run in C(C)#N (acetonitrile), O1CC1CC (1,2-epoxybutane). Product: C(C)OC(CCCOC1=C(C(=CC=C1)C=CCCCCO[Si](C)(C)C(C)(C)C)\C=C\C(=O)OCC)=O (4-[3-[6-(tert-butyl-dimethyl-silanyloxy)-hex-1-enyl]-2-((E)-2-ethoxycarbonyl-vinyl)-phenoxy]-butyric acid ethyl ester). The yield is 73.3%. Reaction SMILES: [CH2:1]([O:3][C:4](=[O:24])[CH2:5][CH2:6][CH2:7][O:8][C:9]1[CH:14]=[CH:13][CH:12]=[C:11]([CH2:15]Br)[C:10]=1/[CH:17]=[CH:18]/[C:19]([O:21][CH2:22][CH3:23])=[O:20])[CH3:2].C1(P(C2C=CC=CC=2)C2C=CC=CC=2)C=CC=CC=1.[C:44]([Si:48]([CH3:57])([CH3:56])[O:49][CH2:50][CH2:51][CH2:52][CH2:53][CH:54]=O)([CH3:47])([CH3:46])[CH3:45]>C(#N)C.O1C(CC)C1>[CH2:1]([O:3][C:4](=[O:24])[CH2:5][CH2:6][CH2:7][O:8][C:9]1[CH:14]=[CH:13][CH:12]=[C:11]([CH:15]=[CH:54][CH2:53][CH2:52][CH2:51][CH2:50][O:49][Si:48]([C:44]([CH3:45])([CH3:47])[CH3:46])([CH3:57])[CH3:56])[C:10]=1/[CH:17]=[CH:18]/[C:19]([O:21][CH2:22][CH3:23])=[O:20])[CH3:2]. Reported procedure: A solution of 4-[3-bromomethyl-2-((E)-2-ethoxycarbonyl-vinyl)-phenoxy]-butyric acid ethyl ester (2.0 mmol, 798 mg) and triphenylphosphine (2.2 mmol, 577 mg) in acetonitrile (12 mL) was heated to reflux for 1 h under nitrogen atmosphere. Then, it was cooled to room temperature and a solution of 5-(tert-butyl-dimethyl-silanyloxy)-pentanal (2.8 mmol, 606 mg) in 1,2-epoxybutane (22 mL) was added at room temperature and the mixture was again heated to reflux for 15 h. During this period, the mixture ...